From a dataset of the Open Reaction Database (ORD), a public repository of structured organic reaction records. describe an organic reaction: reactants, conditions, products, and yield Reactants: CC(=O)NC(C)Cc1ccc(C(=O)O)cc1, CC(=O)NC(C)Cc1ccc(C(C)=O)cc1. The product is CC(=O)NC(C)Cc1ccc(CO)cc1. RXN SMILES: [C:17]([NH:18][CH:19]([CH3:20])[CH2:21][c:22]1[cH:23][cH:24][c:25]([C:26]([OH:27])=[O:28])[cH:29][cH:30]1)(=[O:31])[CH3:32].[C:1]([CH3:2])(=[O:3])[NH:4][CH:5]([CH3:6])[CH2:7][c:8]1[cH:9][cH:10][c:11]([C:14]([CH3:15])=[O:16])[cH:12][cH:13]1>>[C:1]([CH3:2])(=[O:3])[NH:4][CH:5]([CH3:6])[CH2:7][c:8]1[cH:9][cH:10][c:11]([CH2:14][OH:16])[cH:12][cH:13]1. Starting materials: ClC1=CC2=NC=CN=C2C(=N1)N1CC2N(CCC2C1)C(=O)OCC1C2=CC=CC=C2C=2C=CC=CC12 ((9H-fluoren-9-yl)methyl 5-(7-chloropyrido[4,3-b]pyrazin-5-yl)hexahydropyrrolo[3,4-b]pyrrole-1 (2H)-carboxylate), N1CCCCC1 (piperidine). Run in C(Cl)Cl (CH2Cl2). Product: ClC1=CC2=NC=CN=C2C(=N1)N1CC2NCCC2C1 (7-chloro-5-(hexahydropyrrolo[3,4-b]pyrrol-5(1H)-yl)pyrido[4,3-b]pyrazine). As a reaction SMILES: [Cl:1][C:2]1[N:11]=[C:10]([N:12]2[CH2:19][CH:18]3[CH:14]([N:15](C(OCC4C5C=CC=CC=5C5C4=CC=CC=5)=O)[CH2:16][CH2:17]3)[CH2:13]2)[C:9]2[C:4](=[N:5][CH:6]=[CH:7][N:8]=2)[CH:3]=1.N1CCCCC1>C(Cl)Cl>[Cl:1][C:2]1[N:11]=[C:10]([N:12]2[CH2:19][CH:18]3[CH:14]([NH:15][CH2:16][CH2:17]3)[CH2:13]2)[C:9]2[C:4](=[N:5][CH:6]=[CH:7][N:8]=2)[CH:3]=1. Procedure details: A solution of (9H-fluoren-9-yl)methyl 5-(7-chloropyrido[4,3-b]pyrazin-5-yl)hexahydropyrrolo[3,4-b]pyrrole-1 (2H)-carboxylate (140 mg) and piperidine (2 mL) in CH2Cl2 (8 mL) was stirred at room temperature for 3 hours. The volatiles were removed under reduced pressure. The residue was treated with EtOAc/H2O, separated, and the aqueous solution was extracted with EtOAc. The combined extracts were washed with brine, dried over Na2SO4, filtered, and concentrated. The residue was purified by chromato... The reactants are CCCCO, CCN=C=NCCCN(C)C, CCN(C(C)C)C(C)C, ClCCl, Clc1nccnc1OC1CNC1, O=C(O)c1nc2ccccc2[nH]1. The product is O=C(c1nc2ccccc2[nH]1)N1CC(Oc2nccnc2Cl)C1. Reaction SMILES: [CH2:36]([OH:37])[CH2:38][CH2:39][CH3:40].[CH3:25][CH2:26][N:27]=[C:28]=[N:29][CH2:30][CH2:31][CH2:32][N:33]([CH3:34])[CH3:35].[CH:41]([N:42]([CH2:43][CH3:44])[CH:45]([CH3:46])[CH3:47])([CH3:48])[CH3:49].[Cl:50][CH2:51][Cl:52].[NH:1]1[CH2:2][CH:3]([O:5][c:6]2[n:7][cH:8][cH:9][n:10][c:11]2[Cl:12])[CH2:4]1.[nH:13]1[c:14]([C:22](=[O:23])[OH:24])[n:15][c:16]2[c:17]1[cH:18][cH:19][cH:20][cH:21]2>>[N:1]1([C:22]([c:14]2[nH:13][c:17]3[c:16]([n:15]2)[cH:21][cH:20][cH:19][cH:18]3)=[O:23])[CH2:2][CH:3]([O:5][c:6]2[n:7][cH:8][cH:9][n:10][c:11]2[Cl:12])[CH2:4]1. The reactants are OC=1C=C(C(=O)OCC)C=CC1 (ethyl 3-hydroxybenzoate), CC1=CC=C(CCl)C=C1 (4-methylbenzyl chloride), C([O-])([O-])=O.[K+].[K+] (potassium carbonate), CI (methyl iodide). The solvent is CC(=O)C (acetone). The product is CC1=CC=C(COC=2C=C(C(=O)O)C=CC2)C=C1 (3-(4-methylbenzyloxy)benzoic acid). RXN SMILES: [OH:1][C:2]1[CH:3]=[C:4]([CH:10]=[CH:11][CH:12]=1)[C:5]([O:7]CC)=[O:6].[CH3:13][C:14]1[CH:21]=[CH:20][C:17]([CH2:18]Cl)=[CH:16][CH:15]=1.C(=O)([O-])[O-].[K+].[K+].CI>CC(C)=O>[CH3:13][C:14]1[CH:21]=[CH:20][C:17]([CH2:18][O:1][C:2]2[CH:3]=[C:4]([CH:10]=[CH:11][CH:12]=2)[C:5]([OH:7])=[O:6])=[CH:16][CH:15]=1 |f:2.3.4|. Procedure details: A mixture comprising ethyl 3-hydroxybenzoate (5.00 g), 4-methylbenzyl chloride (4.78 ml), potassium carbonate (6.24 g), methyl iodide (5.41 g) and acetone (50 ml) was heated at reflux for 15 hours. After the reaction mixture was evaporated under reduced pressure to remove the solvent, the residue was mixed with water (200 ml) and was extracted with ethyl acetate. After the organic layer was concentrated, a 1 N aqueous solution of sodium hydroxide (50 ml) was added to the residue dissolved in met...